Dataset: the Open Reaction Database (ORD), a public repository of structured organic reaction records. Task: describe an organic reaction: reactants, conditions, products, and yield Reactants: CCCCC(C)(C)C(=O)O, CCN(C(C)C)C(C)C, ClCCl, COCCCn1ncc2ccc(CC(CC(NC(=O)OC(C)(C)C)C(O)CN)C(C)C)cc21, On1nnc2ccccc21. Yields the product CCCCC(C)(C)C(=O)NCC(O)C(CC(Cc1ccc2cnn(CCCOC)c2c1)C(C)C)NC(=O)OC(C)(C)C. RXN SMILES: [CH3:34][C:35]([C:36](=[O:37])[OH:38])([CH2:39][CH2:40][CH2:41][CH3:42])[CH3:43].[CH:54]([N:55]([CH2:56][CH3:57])[CH:58]([CH3:59])[CH3:60])([CH3:61])[CH3:62].[Cl:63][CH2:64][Cl:65].[NH2:1][CH2:2][CH:3]([CH:4]([CH2:5][CH:6]([CH:7]([CH3:8])[CH3:9])[CH2:10][c:11]1[cH:12][cH:13][c:14]2[cH:15][n:16][n:17]([CH2:20][CH2:21][CH2:22][O:23][CH3:24])[c:18]2[cH:19]1)[NH:25][C:26]([O:27][C:28]([CH3:29])([CH3:30])[CH3:31])=[O:32])[OH:33].[OH:44][n:45]1[c:46]2[c:47]([cH:48][cH:49][cH:50][cH:51]2)[n:52][n:53]1>>[NH:1]([CH2:2][CH:3]([CH:4]([CH2:5][CH:6]([CH:7]([CH3:8])[CH3:9])[CH2:10][c:11]1[cH:12][cH:13][c:14]2[cH:15][n:16][n:17]([CH2:20][CH2:21][CH2:22][O:23][CH3:24])[c:18]2[cH:19]1)[NH:25][C:26]([O:27][C:28]([CH3:29])([CH3:30])[CH3:31])=[O:32])[OH:33])[C:36]([C:35]([CH3:34])([CH2:39][CH2:40][CH2:41][CH3:42])[CH3:43])=[O:37]. Starting materials: C(#N)C=1C(C2=C(NC1C1=C(C(=CC=C1F)F)F)NN=C2C)C2=CC=C(C=C2)N2CCN(CC2)C(=O)OC(C)(C)C (tert-butyl 4-(4-(5-cyano-3-methyl-6-(2,3,6-trifluorophenyl)-4,7-dihydro-1H-pyrazolo[3,4-b]pyridin-4-yl)phenyl)piperazine-1-carboxylate). The reagents and catalysts are [O-2].[Mn+2] (manganese oxide). Solvent: ClCCl (dichloromethane). Run at time 18 hour. The product is C(#N)C=1C(=C2C(=NC1C1=C(C(=CC=C1F)F)F)NN=C2C)C2=CC=C(C=C2)N2CCN(CC2)C(=O)OC(C)(C)C (tert-butyl 4-(4-(5-cyano-3-methyl-6-(2,3,6-trifluorophenyl)-1H-pyrazolo[3,4-b]pyridin-4-yl)phenyl)piperazine-1-carboxylate). Isolated yield 75.3%. RXN SMILES: [C:1]([C:3]1[CH:4]([C:22]2[CH:27]=[CH:26][C:25]([N:28]3[CH2:33][CH2:32][N:31]([C:34]([O:36][C:37]([CH3:40])([CH3:39])[CH3:38])=[O:35])[CH2:30][CH2:29]3)=[CH:24][CH:23]=2)[C:5]2[C:20]([CH3:21])=[N:19][NH:18][C:6]=2[NH:7][C:8]=1[C:9]1[C:14]([F:15])=[CH:13][CH:12]=[C:11]([F:16])[C:10]=1[F:17])#[N:2]>ClCCl.[O-2].[Mn+2]>[C:1]([C:3]1[C:4]([C:22]2[CH:27]=[CH:26][C:25]([N:28]3[CH2:29][CH2:30][N:31]([C:34]([O:36][C:37]([CH3:40])([CH3:39])[CH3:38])=[O:35])[CH2:32][CH2:33]3)=[CH:24][CH:23]=2)=[C:5]2[C:20]([CH3:21])=[N:19][NH:18][C:6]2=[N:7][C:8]=1[C:9]1[C:14]([F:15])=[CH:13][CH:12]=[C:11]([F:16])[C:10]=1[F:17])#[N:2] |f:2.3|. Procedure: To 2.48 g (4.50 mmol) of tert-butyl 4-(4-(5-cyano-3-methyl-6-(2,3,6-trifluorophenyl)-4,7-dihydro-1H-pyrazolo[3,4-b]pyridin-4-yl)phenyl)piperazine-1-carboxylate diluted in 20 ml of dichloromethane are added 1.96 g (22.5 mmol) of manganese oxide. The reaction mixture is sonicated for 5 min then stirred at room temperature for 18 h. It is next filtered on Celite (cyclohexane/ethyl acetate eluent: 5:5) to yield 1.86 g of tert-butyl 4-(4-(5-cyano-3-methyl-6-(2,3,6-trifluorophenyl)-1H-pyrazolo[3,4-b]p... The reactants are CC(=O)O, ClCCl, Cl, Cl[Cu], O=N[O-], Nc1cc2ccccc2cc1C(=O)O, [Na+], O, O=S(=O)(O)O. The product is O=C(O)c1cc2ccccc2cc1Cl. RXN SMILES: [C:26]([OH:27])(=[O:28])[CH3:29].[Cl:30][CH2:31][Cl:32].[ClH:25].[Cu:33][Cl:34].[N:6]([O-:7])=[O:8].[NH2:10][c:11]1[c:12]([C:21](=[O:22])[OH:23])[cH:13][c:14]2[cH:15][cH:16][cH:17][cH:18][c:19]2[cH:20]1.[Na+:9].[OH2:24].[S:1](=[O:2])(=[O:3])([OH:4])[OH:5]>>[c:11]1([Cl:25])[c:12]([C:21](=[O:22])[OH:23])[cH:13][c:14]2[cH:15][cH:16][cH:17][cH:18][c:19]2[cH:20]1. Conditions: time 1 hour. Procedure details: Bromine (757 mg, 4.7 mmole) in CHCl3 (10 mL) was added in one portion to a stirring solution of 2-((S)-2-amino-3-phenylpropylamino)-4-(4-pyridyl)pyridine (1.44 g, 4.7 mmole) in CHCl3 (30 mL) at room temperature. After 1 hr, the mixture was partitioned between dichloromethane and aqueous sodium bicarbonate. The organic solvent was washed with brine, dried and evaporated. The residue was purified on a column of silica gel (CH2Cl2-MeOH-Conc. NH4OH=1000:110:8). MS (m/z): Calcd. C19H19N4Br (M+): 383,... Starting materials: BrBr (Bromine), N[C@H](CNC1=NC=CC(=C1)C1=CC=NC=C1)CC1=CC=CC=C1 (2-((S)-2-amino-3-phenylpropylamino)-4-(4-pyridyl)pyridine). RXN SMILES: [Br:1]Br.[NH2:3][C@@H:4]([CH2:19][C:20]1[CH:25]=[CH:24][CH:23]=[CH:22][CH:21]=1)[CH2:5][NH:6][C:7]1[CH:12]=[C:11]([C:13]2[CH:18]=[CH:17][N:16]=[CH:15][CH:14]=2)[CH:10]=[CH:9][N:8]=1>C(Cl)(Cl)Cl>[NH2:3][C@@H:4]([CH2:19][C:20]1[CH:25]=[CH:24][CH:23]=[CH:22][CH:21]=1)[CH2:5][NH:6][C:7]1[CH:12]=[C:11]([C:13]2[CH:18]=[CH:17][N:16]=[CH:15][CH:14]=2)[C:10]([Br:1])=[CH:9][N:8]=1. The product is N[C@H](CNC1=NC=C(C(=C1)C1=CC=NC=C1)Br)CC1=CC=CC=C1 (2-((S)-2-amino-3-phenylpropylamino)-5-bromo-4-(4-pyridyl)pyridine). Run in C(Cl)(Cl)Cl (CHCl3), C(Cl)(Cl)Cl (CHCl3). The reactants are diazo, O (water), N1C(C=CC=C1)=O (pyridone), C(C)(=O)[O-].[Na+] (sodium acetate), 4-diazo-N,N'-diethylaniline tetrafluoroborate. The solvent is C(C)O (ethanol). Reaction conditions: time 2 hour. Product: C(CCC)N1C(C(=C(C=C1O)C)C#N)=O (1-butyl-3-cyano-4-methyl-6-hydroxy-2-pyridone). Isolated yield 239.9%. RXN SMILES: [NH:1]1[CH:6]=[CH:5][CH:4]=[CH:3][C:2]1=[O:7].[C:8]([O-:11])(=O)[CH3:9].[Na+].O>C(O)C>[CH2:6]([N:1]1[C:8]([OH:11])=[CH:9][C:4]([CH3:5])=[C:3]([C:2]#[N:1])[C:2]1=[O:7])[CH2:5][CH2:4][CH3:3] |f:1.2|. Reported procedure: To a mixture of 1.0 grams (4.85 mmol) of the pyridone and 6.6 grams (48.5 mmol, 10 eq) of sodium acetate in 50 mL of ethanol was added 1.27 grams (4.85 mmol, 1 eq) of 4-diazo-N,N'-diethylaniline tetrafluoroborate. The reaction mixture turned blue immediately upon addition of the diazo compound. The mixture was stirred at room temperature for two hours and 50 mL of water was added. The blue solid was collected and washed with water and dried. This material was recrystallized from approximately 20... Starting materials: CN1C=2N(C=3C(C1=O)=CNC3)[C@@H]3[C@H](N2)CCC3 ((6aR,9aS)-5,6a,7,8,9,9a-hexahydro-5-methyl-cyclopent[4,5]imidazo[1,2-a]pyrrolo[4,3-e]pyrimidin-4(2H)-one), ClCC1=CC=C(C=C1)C1=NC=CC=C1 (2-(4-(chloromethyl)phenyl)pyridine), C([O-])([O-])=O.[Cs+].[Cs+] (cesium carbonate). Run in CN(C)C=O (DMF). Conditions: time 8 hour. Product: CN1C=2N(C=3C(C1=O)=CN(C3)CC3=CC=C(C=C3)C3=NC=CC=C3)[C@@H]3[C@H](N2)CCC3 ((6aR,9aS)-5,6a,7,8,9,9a-hexahydro-5-methyl-2-((4-Pyridin-2yl)-benzyl)-cyclopent[4,5]imidazo[1,2-a]pyrrolo[4,3-e]pyrimidin-4(2H)-one). The yield is 16.9%. RXN SMILES: [CH3:1][N:2]1[C:7](=[O:8])[C:6]2=[CH:9][NH:10][CH:11]=[C:5]2[N:4]2[C@H:12]3[CH2:17][CH2:16][CH2:15][C@H:13]3[N:14]=[C:3]12.Cl[CH2:19][C:20]1[CH:25]=[CH:24][C:23]([C:26]2[CH:31]=[CH:30][CH:29]=[CH:28][N:27]=2)=[CH:22][CH:21]=1.C(=O)([O-])[O-].[Cs+].[Cs+]>CN(C=O)C>[CH3:1][N:2]1[C:7](=[O:8])[C:6]2=[CH:9][N:10]([CH2:19][C:20]3[CH:21]=[CH:22][C:23]([C:26]4[CH:31]=[CH:30][CH:29]=[CH:28][N:27]=4)=[CH:24][CH:25]=3)[CH:11]=[C:5]2[N:4]2[C@H:12]3[CH2:17][CH2:16][CH2:15][C@H:13]3[N:14]=[C:3]12 |f:2.3.4|. Procedure: A suspension of (6aR,9aS)-5,6a,7,8,9,9a-hexahydro-5-methyl-cyclopent[4,5]imidazo[1,2-a]pyrrolo[4,3-e]pyrimidin-4(2H)-one (140 mg, 0.61 mmol), 2-(4-(chloromethyl)phenyl)pyridine (0.12 g, 0.61 mmol) and cesium carbonate (400 mg, 1.22 mmol) in anhydrous DMF is stirred at room temperature overnight. The mixture is filtered through a 0.2 μL microfilter. The filtrate is purified by a semi-preparative HPLC to give 41 mg of pure product as off white solids. MS (ESI) m/z 398.2 [M+H]+. The solvent is C(C)O (ethanol), C(C)O (ethanol). Reactants: [OH-].[Na+] (NaOH), C(C)OC(C(CC1=CC=C(C=C1)O)(C)OC1=CC=C(C=C1)F)=O (2-(4-fluorophenoxy)-3-(4-hydroxyphenyl)-2-methyl-propionic acid ethyl ester), C1(=CC(=CC=C1)C=1OC(=C(N1)CCOS(=O)(=O)C1=CC=C(C=C1)C)C)C1=CC=CC=C1 (toluene-4-sulfonic acid 2-(2-biphenyl-3-yl-5-methyloxazol-4-yl)ethyl ester), C(=O)([O-])[O-].[K+].[K+] (K2CO3). Reported procedure: A mixture of 2-(4-fluorophenoxy)-3-(4-hydroxyphenyl)-2-methyl-propionic acid ethyl ester (0.030 mmol), toluene-4-sulfonic acid 2-(2-biphenyl-3-yl-5-methyloxazol-4-yl)ethyl ester (0.030 mmol) (see Ex. 2, Part F) and 325 mesh K2CO3 (0.084 g, 0,60 mmol) in ethanol (2 mL) was heated to reflux for 24 h under N2. Aqueous 5N NaOH (0.5 mL) and additional ethanol (1 mL) was added to the reaction mixture and it was heated at reflux for an additional 2 h. The reaction was cooled and the solvent removed in ... The product is C1(=CC(=CC=C1)C=1OC(=C(N1)CCOC1=CC=C(C=C1)CC(C(=O)O)(C)OC1=CC=C(C=C1)F)C)C1=CC=CC=C1 (3-{4-[2-(2-Biphenyl-3-yl-5-methyl-oxazol-4-yl)-ethoxy]-phenyl}-2-(4-fluoro-phenoxy)-2-methyl-propionic acid). RXN SMILES: C([O:3][C:4](=[O:23])[C:5]([O:15][C:16]1[CH:21]=[CH:20][C:19]([F:22])=[CH:18][CH:17]=1)([CH3:14])[CH2:6][C:7]1[CH:12]=[CH:11][C:10]([OH:13])=[CH:9][CH:8]=1)C.[C:24]1([C:49]2[CH:54]=[CH:53][CH:52]=[CH:51][CH:50]=2)[CH:29]=[CH:28][CH:27]=[C:26]([C:30]2[O:31][C:32]([CH3:48])=[C:33]([CH2:35][CH2:36]OS(C3C=CC(C)=CC=3)(=O)=O)[N:34]=2)[CH:25]=1.C([O-])([O-])=O.[K+].[K+].[OH-].[Na+]>C(O)C>[C:24]1([C:49]2[CH:50]=[CH:51][CH:52]=[CH:53][CH:54]=2)[CH:29]=[CH:28][CH:27]=[C:26]([C:30]2[O:31][C:32]([CH3:48])=[C:33]([CH2:35][CH2:36][O:13][C:10]3[CH:11]=[CH:12][C:7]([CH2:6][C:5]([O:15][C:16]4[CH:21]=[CH:20][C:19]([F:22])=[CH:18][CH:17]=4)([CH3:14])[C:4]([OH:3])=[O:23])=[CH:8][CH:9]=3)[N:34]=2)[CH:25]=1 |f:2.3.4,5.6|. Starting materials: C(C)(C)(C)OC(=O)C1NC(C(C1C1=C(C(=CC=C1)Cl)F)(C#N)C1=C(C=C(C=C1)Cl)F)CC(C=C)(C)C (rac-(2R,3S,4R,5S)-3-(3-chloro-2-fluoro-phenyl)-4-(4-chloro-2-fluoro-phenyl)-4-cyano-5-(2,2-dimethyl-but-3-enyl)-pyrrolidine-2-carboxylic acid tert-butyl ester), FC(C(=O)O)(F)F (trifluoroacetic acid). The solvent is ClCCl (dichloromethane). Yields the product FC(C(=O)O)(F)F.ClC=1C(=C(C=CC1)C1C(NC(C1(C#N)C1=C(C=C(C=C1)Cl)F)CC(C=C)(C)C)C(=O)O)F (rac-(2R,3S,4R,5S)-3-(3-chloro-2-fluoro-phenyl)-4-(4-chloro-2-fluoro-phenyl)-4-cyano-5-(2,2-dimethyl-but-3-enyl)-pyrrolidine-2-carboxylic acid trifluoroacetic acid). The yield is 91.0%. Reaction SMILES: C([O:5][C:6]([CH:8]1[CH:12]([C:13]2[CH:18]=[CH:17][CH:16]=[C:15]([Cl:19])[C:14]=2[F:20])[C:11]([C:23]2[CH:28]=[CH:27][C:26]([Cl:29])=[CH:25][C:24]=2[F:30])([C:21]#[N:22])[CH:10]([CH2:31][C:32]([CH3:36])([CH3:35])[CH:33]=[CH2:34])[NH:9]1)=[O:7])(C)(C)C.[F:37][C:38]([F:43])([F:42])[C:39]([OH:41])=[O:40]>ClCCl>[F:37][C:38]([F:43])([F:42])[C:39]([OH:41])=[O:40].[Cl:19][C:15]1[C:14]([F:20])=[C:13]([CH:12]2[C:11]([C:23]3[CH:28]=[CH:27][C:26]([Cl:29])=[CH:25][C:24]=3[F:30])([C:21]#[N:22])[CH:10]([CH2:31][C:32]([CH3:35])([CH3:36])[CH:33]=[CH2:34])[NH:9][CH:8]2[C:6]([OH:7])=[O:5])[CH:18]=[CH:17][CH:16]=1 |f:3.4|. Reported procedure: In a manner similar to the method described in Example 25a, rac-(2R,3S,4R,5S)-3-(3-chloro-2-fluoro-phenyl)-4-(4-chloro-2-fluoro-phenyl)-4-cyano-5-(2,2-dimethyl-but-3-enyl)-pyrrolidine-2-carboxylic acid tert-butyl ester prepared in Example 80b (1.0 g, 1.7 mmol) was reacted with trifluoroacetic acid in dichloromethane at room temperature to give rac-(2R,3S,4R,5S)-3-(3-chloro-2-fluoro-phenyl)-4-(4-chloro-2-fluoro-phenyl)-4-cyano-5-(2,2-dimethyl-but-3-enyl)-pyrrolidine-2-carboxylic acid trifluoroace... The reactants are O=C(NC1C2CC3CC(C2)CC1C3)Oc1ccc([N+](=O)[O-])cc1, ClCCl, Cl, CC(C)(C)OC(=O)NC1CNC1. The product is CC(C)(C)OC(=O)NC1CN(C(=O)NC2C3CC4CC(C3)CC2C4)C1. RXN SMILES: [CH:1]12[CH:2]([NH:11][C:12]([O:13][c:14]3[cH:15][cH:16][c:17]([N+:18]([O-:19])=[O:20])[cH:21][cH:22]3)=[O:23])[CH:3]3[CH2:4][CH:5]([CH2:6][CH:7]([CH2:8]1)[CH2:9]3)[CH2:10]2.[Cl:37][CH2:38][Cl:39].[ClH:36].[NH:24]1[CH2:25][CH:26]([NH:28][C:29]([O:30][C:31]([CH3:32])([CH3:33])[CH3:34])=[O:35])[CH2:27]1>>[CH:1]12[CH:2]([NH:11][C:12](=[O:23])[N:24]3[CH2:25][CH:26]([NH:28][C:29]([O:30][C:31]([CH3:32])([CH3:33])[CH3:34])=[O:35])[CH2:27]3)[CH:3]3[CH2:4][CH:5]([CH2:6][CH:7]([CH2:8]1)[CH2:9]3)[CH2:10]2.